From a dataset of the Open Reaction Database (ORD), a public repository of structured organic reaction records. describe an organic reaction: reactants, conditions, products, and yield The reactants are C, CCO, CCOC(C)=O, CCOC(=O)c1cc(F)c(N=[N+]=[N-])c(OC(F)F)c1F, [Pd]. Yields the product CCOC(=O)c1cc(F)c(N)c(OC(F)F)c1F. Reaction SMILES: [C:30].[CH3:21][CH2:22][OH:23].[CH3:24][CH2:25][O:26][C:27](=[O:28])[CH3:29].[N:1](=[N+:2]=[N-:3])[c:4]1[c:5]([O:17][CH:18]([F:19])[F:20])[c:6]([F:16])[c:7]([C:8](=[O:9])[O:10][CH2:11][CH3:12])[cH:13][c:14]1[F:15].[Pd:31]>>[NH2:1][c:4]1[c:5]([O:17][CH:18]([F:19])[F:20])[c:6]([F:16])[c:7]([C:8](=[O:9])[O:10][CH2:11][CH3:12])[cH:13][c:14]1[F:15]. Reactants: C(C)(=O)C=1C=C(C=CC1OCC1=CC=CC=C1)C1=CC(=C(C=C1)OC)C=1C(=NC(=CC1)N1CCC1)CN1C(O[C@@H]([C@@H]1C)C1=CC(=CC(=C1)C(F)(F)F)C(F)(F)F)=O ((4S,5R)-3-({3-[3′-acetyl-4′-(benzyloxy)-4-methoxybiphenyl-3-yl]-6-azetidin-1-ylpyridin-2-yl}methyl)-5-[3,5-bis(trifluoromethyl)phenyl]-4-methyl-1,3-oxazolidin-2-one). The reagents and catalysts are [Pd] (Pd/C). Solvent: CCOC(=O)C (EtOAc). Conditions: time 6 hour. Product: C(C)(=O)C=1C=C(C=CC1O)C1=CC(=C(C=C1)OC)C=1C(=NC(=CC1)N1CCC1)CN1C(O[C@@H]([C@@H]1C)C1=CC(=CC(=C1)C(F)(F)F)C(F)(F)F)=O ((4S,5R)-3-{[3-(3′-acetyl-4′-hydroxy-4-methoxybiphenyl-3-yl)-6-azetidin-1-ylpyridin-2-yl]methyl}-5-[3,5-bis(trifluoromethyl)phenyl]-4-methyl-1,3-oxazolidin-2-one). As a reaction SMILES: [C:1]([C:4]1[CH:5]=[C:6]([C:18]2[CH:23]=[CH:22][C:21]([O:24][CH3:25])=[C:20]([C:26]3[C:27]([CH2:36][N:37]4[C@@H:41]([CH3:42])[C@@H:40]([C:43]5[CH:48]=[C:47]([C:49]([F:52])([F:51])[F:50])[CH:46]=[C:45]([C:53]([F:56])([F:55])[F:54])[CH:44]=5)[O:39][C:38]4=[O:57])=[N:28][C:29]([N:32]4[CH2:35][CH2:34][CH2:33]4)=[CH:30][CH:31]=3)[CH:19]=2)[CH:7]=[CH:8][C:9]=1[O:10]CC1C=CC=CC=1)(=[O:3])[CH3:2]>CCOC(C)=O.[Pd]>[C:1]([C:4]1[CH:5]=[C:6]([C:18]2[CH:23]=[CH:22][C:21]([O:24][CH3:25])=[C:20]([C:26]3[C:27]([CH2:36][N:37]4[C@@H:41]([CH3:42])[C@@H:40]([C:43]5[CH:44]=[C:45]([C:53]([F:56])([F:55])[F:54])[CH:46]=[C:47]([C:49]([F:51])([F:52])[F:50])[CH:48]=5)[O:39][C:38]4=[O:57])=[N:28][C:29]([N:32]4[CH2:33][CH2:34][CH2:35]4)=[CH:30][CH:31]=3)[CH:19]=2)[CH:7]=[CH:8][C:9]=1[OH:10])(=[O:3])[CH3:2]. Reported procedure: A mixture of (4S,5R)-3-({3-[3′-acetyl-4′-(benzyloxy)-4-methoxybiphenyl-3-yl]-6-azetidin-1-ylpyridin-2-yl}methyl)-5-[3,5-bis(trifluoromethyl)phenyl]-4-methyl-1,3-oxazolidin-2-one (EXAMPLE 257 Step A) (42 mg, 0.053 mmol) and 10% Pd/C (20 mg, 0.053 mmol) in EtOAc (2 ml) was degassed and flushed with H2 using a balloon. The mixture was stirred at RT under H2 for 6 hours, then, flushed with nitrogen, and filtered washing with EtOAc. The filtrate was concentrated and the residue purified by TLC elutin... Starting materials: C(C(=O)Cl)(=O)Cl (oxalyl chloride), 21.5, CC(=CCO)C (3-methyl-2-buten-1-ol). Solvent: CCCCCCC (n-heptane). Reaction conditions: time 2 hour. Product: C(C(=O)OCC=C(C)C)(=O)Cl (3-methyl-2-butenyl chlorooxalate). RXN SMILES: [C:1](Cl)(=[O:5])[C:2]([Cl:4])=[O:3].[CH3:7][C:8]([CH3:12])=[CH:9][CH2:10][OH:11]>CCCCCCC>[C:2]([Cl:4])(=[O:3])[C:1]([O:11][CH2:10][CH:9]=[C:8]([CH3:12])[CH3:7])=[O:5]. Procedure details: A 1-liter eggplant type flask was charged with 25.4 g (0.20 mol) of oxalyl chloride and 250 ml of n-heptane, to which 21.5 (0.25 mol) of 3-methyl-2-buten-1-ol were added dropwise over 3 hours while bubbling nitrogen at room temperature, followed by stirring further for 2 hours. Thereafter, the reaction mixture was concentrated and distilled to obtain 11.6 g of 3-methyl-2-butenyl chlorooxalate. Starting materials: C(C)(C)N(CC)C(C)C (Diisopropylethylamine), solution, FC(C(=O)O)(F)F.CS(=O)(=O)C1=CC=C(OC2=C3C(=NC=N2)N(N=C3)C3CCNCC3)C=C1 (4-(4-methanesulfonyl-phenoxy)-1-piperidin-4-yl-1H-pyrazolo[3,4-d]pyrimidine trifluoroacetate salt), FC(C(=O)O)(F)F.CS(=O)(=O)C1=CC=C(OC2=C3C(=NC=N2)N(N=C3)C3CCNCC3)C=C1 (4-(4-methanesulfonyl-phenoxy)-1-piperidin-4-yl-1H-pyrazolo[3,4-d]pyrimidine trifluoroacetate salt), O1CCCC1 (tetrahydrofuran). Reaction conditions: time 10 minute. Product: FC(C(C)OC(=O)N1CCC(CC1)N1N=CC=2C1=NC=NC2OC2=CC=C(C=C2)S(=O)(=O)C)(F)F (4-[4-(4-methanesulfonyl-phenoxy)-pyrazolo[3,4-d]pyrimidin-1-yl]-piperidine-1-carboxylic acid 2,2,2-trifluoro-1-methyl-ethyl ester). Isolated yield 28.0%. Reaction SMILES: [F:1][C:2]([F:7])([F:6])[C:3](O)=[O:4].[CH3:8][S:9]([C:12]1[CH:33]=[CH:32][C:15]([O:16][C:17]2[N:22]=[CH:21][N:20]=[C:19]3[N:23]([CH:26]4[CH2:31][CH2:30][NH:29][CH2:28][CH2:27]4)[N:24]=[CH:25][C:18]=23)=[CH:14][CH:13]=1)(=[O:11])=[O:10].[CH:34](N(C(C)C)CC)(C)C.[O:43]1CCC[CH2:44]1>>[F:1][C:2]([F:7])([F:6])[CH:3]([O:4][C:44]([N:29]1[CH2:28][CH2:27][CH:26]([N:23]2[C:19]3=[N:20][CH:21]=[N:22][C:17]([O:16][C:15]4[CH:14]=[CH:13][C:12]([S:9]([CH3:8])(=[O:11])=[O:10])=[CH:33][CH:32]=4)=[C:18]3[CH:25]=[N:24]2)[CH2:31][CH2:30]1)=[O:43])[CH3:34] |f:0.1|. Procedure details: Triphosgene (1.6 g, 5.5 mmol) was added in portions to a solution of 1,1,1-trifluoro-2-propanol (Aldrich Chemical Company, Inc., Milwaukee, Wis., USA 0.45 mL, 5 mmol) in a mixture of pyridine (0.48 mL, 6 mmol) and carbon tetrachloride (25 mL) under nitrogen. The solution was stirred at 60° C. for 5.5 h and then cooled using an ice bath. 1 M aqueous hydrochloric acid (4 mL) was added and then the mixture was diluted with water and the layers were separated. The organic layer was dried (sodium sul... The reactants are Cl.FC=1C=CC(=C(C1)C1CCNCC1)C(F)(F)F (4-(5-Fluoro-2-(trifluoromethyl)phenyl)piperidine Hydrochloride), C(C)(C)(C)OC(=O)N1CC2=C(CC1)NN=C2C(=O)O (5-(tert-butoxycarbonyl)-4,5,6,7-tetrahydro-1H-pyrazolo[4,3-c]pyridine-3-carboxylic acid), C(C)(C)N(CC)C(C)C (diisopropylethylamine), CCN=C=NCCCN(C)C (EDCI), C=1C=CC2=C(C1)N=NN2O (HOBt). Solvent: O (H2O), CN(C)C=O (DMF). Run at time 24 hour. The product is FC=1C=CC(=C(C1)C1CCN(CC1)C(=O)C1=NNC2=C1CN(CC2)C(=O)OC(C)(C)C)C(F)(F)F (tert-butyl 3-(4-(5-fluoro-2-(trifluoromethyl)phenyl) piperidine-1-carbonyl)-6,7-dihydro-1H-pyrazolo[4,3-c]pyridine-5(4H)-carboxylate). RXN SMILES: Cl.[F:2][C:3]1[CH:4]=[CH:5][C:6]([C:15]([F:18])([F:17])[F:16])=[C:7]([CH:9]2[CH2:14][CH2:13][NH:12][CH2:11][CH2:10]2)[CH:8]=1.[C:19]([O:23][C:24]([N:26]1[CH2:31][CH2:30][C:29]2[NH:32][N:33]=[C:34]([C:35](O)=[O:36])[C:28]=2[CH2:27]1)=[O:25])([CH3:22])([CH3:21])[CH3:20].C(N(C(C)C)CC)(C)C.CCN=C=NCCCN(C)C.C1C=CC2N(O)N=NC=2C=1>CN(C=O)C.O>[F:2][C:3]1[CH:4]=[CH:5][C:6]([C:15]([F:18])([F:16])[F:17])=[C:7]([CH:9]2[CH2:10][CH2:11][N:12]([C:35]([C:34]3[C:28]4[CH2:27][N:26]([C:24]([O:23][C:19]([CH3:22])([CH3:21])[CH3:20])=[O:25])[CH2:31][CH2:30][C:29]=4[NH:32][N:33]=3)=[O:36])[CH2:13][CH2:14]2)[CH:8]=1 |f:0.1|. Reported procedure: Step A To a solution of 4-(5-fluoro-2-trifluoromethyl)phenylpiperidine hydrochloride (11, 90 mg, 0.32 mmol), 5-(tert-butoxycarbonyl)-4,5,6,7-tetrahydro-1H-pyrazolo[4,3-c]pyridine-3-carboxylic acid (85 mg, 0.32 mmol), and diisopropylethylamine (0.17 mL, 0.96 mmol) in DMF (5.8 mL) was added EDCI (74 mg, 0.38 mmol) and HOBt (52 mg, 0.38 mmol). The resulting solution was stirred at ambient temperature for 24 h. The reaction mixture was diluted with H2O (10 mL) and extracted with EtOAc (3×30 mL). The... Reactants: carbonyl, C1(=CC=CC=C1)C1=CC=CC=C1 (biphenyl), CC1=C(C=CC(=C1)C(=O)N1CC=2N(CC3=C1C=CC=C3)C(=CC2)C(=O)O)C2=C(C=CC=C2)C(F)(F)F (10-[(2-Methyl-2′-trifluoromethyl-[1,1′-biphenyl]-4-yl)carbonyl]-10,11-dihydro-5H-pyrrolo[2,1-c][1,4]benzodiazepine-3-carboxylic acid), CNC[C@H](O)[C@@H](O)[C@H](O)[C@H](O)CO (N-methyl-D-glucamine), ON1N=NC2=C1C=CC=C2 (1-hydroxybenzotriazole), Cl.CN(CCCN=C=NCC)C (1-[3-(dimethylamino)propyl]-3-ethylcarbodiimide hydrochloride), C(C)(C)N(C(C)C)CC (N,N-diisopropylethyl amine). The solvent is CN(C=O)C (N,N-dimethylformamide), C(C)(=O)OCC (ethyl acetate). Run at time 8 hour. Product: CN(C(=O)C1=CC=C2CN(C3=C(CN21)C=CC=C3)C(=O)C3=CC(=C(C=C3)C3=C(C=CC=C3)C(F)(F)F)C)C[C@@H]([C@H]([C@@H]([C@@H](CO)O)O)O)O (10-[(2-Methyl-2′-trifluoromethyl-[1,1′-biphenyl]-4-yl)carbonyl]-10,11-dihydro-5H-pyrrolo[2,1-c][1,4]benzodiazepine-3-carboxylic acid methyl-((2S,3R,4R,5R)-2,3,4,5,6-pentahydroxy-hexyl)-amide). Isolated yield 79.3%. As a reaction SMILES: C1(C2C=CC=CC=2)C=CC=CC=1.[CH3:13][C:14]1[CH:19]=[C:18]([C:20]([N:22]2[C:28]3[CH:29]=[CH:30][CH:31]=[CH:32][C:27]=3[CH2:26][N:25]3[C:33]([C:36](O)=[O:37])=[CH:34][CH:35]=[C:24]3[CH2:23]2)=[O:21])[CH:17]=[CH:16][C:15]=1[C:39]1[CH:44]=[CH:43][CH:42]=[CH:41][C:40]=1[C:45]([F:48])([F:47])[F:46].[CH3:49][NH:50][CH2:51][C@@H:52]([C@H:54]([C@@H:56]([C@@H:58]([CH2:60][OH:61])[OH:59])[OH:57])[OH:55])[OH:53].ON1C2C=CC=CC=2N=N1.Cl.CN(C)CCCN=C=NCC.C(N(CC)C(C)C)(C)C>CN(C)C=O.C(OCC)(=O)C>[CH3:49][N:50]([CH2:51][C@H:52]([OH:53])[C@@H:54]([OH:55])[C@H:56]([OH:57])[C@H:58]([OH:59])[CH2:60][OH:61])[C:36]([C:33]1[N:25]2[C:24]([CH2:23][N:22]([C:20]([C:18]3[CH:17]=[CH:16][C:15]([C:39]4[CH:44]=[CH:43][CH:42]=[CH:41][C:40]=4[C:45]([F:48])([F:46])[F:47])=[C:14]([CH3:13])[CH:19]=3)=[O:21])[C:28]3[CH:29]=[CH:30][CH:31]=[CH:32][C:27]=3[CH2:26]2)=[CH:35][CH:34]=1)=[O:37] |f:4.5|. Reported procedure: To a solution of 10-[(2-methyl-2′-trifluoromethyl-[1.1°-biphenyl]-4-yl)carbonyl]-10,11-dihydro-5H-pyrrolo[2,1-c][1,4]benzodiazepine-3-carboxylic acid of Example 1, Step F (1.0 g, 2.04 mmol), and N-methyl-D-glucamine (0.48 g, 2.46 mmol) in N,N-dimethylformamide (8 mL) was added 1-hydroxybenzotriazole (0.30 g, 2.22 mmol) and 1-[3-(dimethylamino)propyl]-3-ethylcarbodiimide hydrochloride (0.43 g, 2.24 mmol) followed by N,N-diisopropylethyl amine (0.55 mL, 3.09 mmol). The reaction mixture was stirred...